Dataset: the Open Reaction Database (ORD), a public repository of structured organic reaction records. Task: describe an organic reaction: reactants, conditions, products, and yield The reactants are CCCCCc1ccc(-c2ncc(C#N)c(O)n2)cc1, CCOC=C(C#N)C(=O)OCC, CCCCCc1ccc(C(=N)N)cc1, CCO, Cl, [Na+], [OH-], O=P(Cl)(Cl)Cl. The product is CCCCCc1ccc(-c2ncc(C#N)c(Cl)n2)cc1. Reaction SMILES: [C:30](#[N:31])[c:32]1[c:33]([OH:49])[n:34][c:35](-[c:38]2[cH:39][cH:40][c:41]([CH2:44][CH2:45][CH2:46][CH2:47][CH3:48])[cH:42][cH:43]2)[n:36][cH:37]1.[CH2:16]([O:17][C:18](=[O:19])[C:20](=[CH:21][O:22][CH2:23][CH3:24])[C:25]#[N:26])[CH3:27].[CH2:2]([c:3]1[cH:4][cH:5][c:6]([C:7]([NH2:8])=[NH:9])[cH:10][cH:11]1)[CH2:12][CH2:13][CH2:14][CH3:15].[CH3:55][CH2:56][OH:57].[ClH:1].[Na+:29].[OH-:28].[P:50]([Cl:51])([Cl:52])([Cl:53])=[O:54]>>[C:30](#[N:31])[c:32]1[c:33]([Cl:52])[n:34][c:35](-[c:38]2[cH:39][cH:40][c:41]([CH2:44][CH2:45][CH2:46][CH2:47][CH3:48])[cH:42][cH:43]2)[n:36][cH:37]1. Starting materials: NCC=1N(C(C2=CC=C(C=C2C1C1=CC=CC=C1)C#N)=O)CC(C)C (3-(aminomethyl)-2-isobutyl-1-oxo-4-phenyl-1,2-dihydroisoquinoline-6-carbonitrile), CS(=O)C (dimethyl sulfoxide). Run in O (water). Run at temperature 85 celsius, time 30 minute. Yields the product NCC=1N(C(C2=CC=C(C=C2C1C1=CC=CC=C1)C(=O)N)=O)CC(C)C (3-(Aminomethyl)-2-isobutyl-1-oxo-4-phenyl-1,2-dihydroisoquinoline-6-carboxamide). RXN SMILES: [NH2:1][CH2:2][C:3]1[N:4]([CH2:22][CH:23]([CH3:25])[CH3:24])[C:5](=[O:21])[C:6]2[C:11]([C:12]=1[C:13]1[CH:18]=[CH:17][CH:16]=[CH:15][CH:14]=1)=[CH:10][C:9]([C:19]#[N:20])=[CH:8][CH:7]=2.CS(C)=[O:28]>O>[NH2:1][CH2:2][C:3]1[N:4]([CH2:22][CH:23]([CH3:25])[CH3:24])[C:5](=[O:21])[C:6]2[C:11]([C:12]=1[C:13]1[CH:18]=[CH:17][CH:16]=[CH:15][CH:14]=1)=[CH:10][C:9]([C:19]([NH2:20])=[O:28])=[CH:8][CH:7]=2. Reported procedure: A mixture of 3-(aminomethyl)-2-isobutyl-1-oxo-4-phenyl-1,2-dihydroisoquinoline-6-carbonitrile (20.0 g), 2N aqueous sodium-hydroxide solution (6 ml), dimethyl sulfoxide (100 ml) and water (40 ml) was stirred at an inner temperature of 85° C. for 30 min. The reaction mixture was cooled to 40° C., cooled to not higher than 5° C. and stirred for 1 h. The precipitated crystals were collected by filtration and washed twice with water (40 ml) to give the title compound (21.7 g) as pale yellow crystals. Reactants: O=C1C=2C=C(C(NC2CCC1)=S)C#N (5-oxo-2-thioxo-1,2,5,6,7,8-hexahydro-quinoline-3-carbonitrile), NC1=CC(CC(C1)(C)C)=O (3-amino-5,5-dimethylcyclohex-2-en-1-one), C(C#C)(=O)OCC (ethyl propio-late). The product is CC1(CC(C=2C=CC(NC2C1)=O)=O)C (7,7-Dimethyl-7,8-dihydro-1H,6H-quinoline-2,5-dione). Isolated yield 78.5%. Reaction SMILES: [O:1]=[C:2]1CCC[C:8]2NC(=S)C(C#N)=C[C:3]1=2.[NH2:15][C:16]1[CH2:21][C:20]([CH3:23])([CH3:22])[CH2:19][C:18](=[O:24])[CH:17]=1.C(OCC)(=O)C#C>>[CH3:22][C:20]1([CH3:23])[CH2:21][C:16]2[NH:15][C:2](=[O:1])[CH:3]=[CH:8][C:17]=2[C:18](=[O:24])[CH2:19]1. Reported procedure: In analogy to (Pettit, G. R.; Fleming, W. C.; Paull, K. D. J. Org. Chem. 1968, 33 (3) 1089-1092), 3-amino-5,5-dimethylcyclohex-2-en-1-one was reacted with ethyl propio-late to give the title compound as a light brown solid in 78.5% yield. Yields the product COC1=C2CCC(CC2=CC=C1)N(CCC)CCOC1=CC2=CC=CC=C2C=C1 (1,2,3,4-tetrahydro-5-methoxy-N-[2-(2-naphthalenyloxy)ethyl]-N-propyl-2naphthalenamine). Reactants: O(C1=CC=CC=C1)CC(=O)O (phenoxyacetic acid), C(CC)NC1CC2=CC=CC(=C2CC1)OC ((±)-2-(N-n-propylamino)-5-methoxytetralin), pet ether EtOAc, C1=C(C=CC2=CC=CC=C12)OCC(=O)O ((2-naphthoxy)acetic acid), C(CC)NC1CC2=CC=CC(=C2CC1)OC ((-)-2-(N-n-propylamino)-5-methoxytetralin). Procedure details: In Example 29, phenoxyacetic acid was replaced with (2-naphthoxy)acetic acid and (-)-2-(N-n-propylamino)-5-methoxytetralin was replaced with (±)-2-(N-n-propylamino)-5-methoxytetralin. The resulting oil was subjected to flash chromatography (Silica: 8:2 pet ether/EtOAc) and the product showed characteristic peaks at: NMR (300 MHz, CDCl3) δ 7.8-6.6(m, 10H), 4.15(t, 2H), 3.8(S, 3H), 0.9(t, 3H). RXN SMILES: O(CC(O)=O)C1C=CC=CC=1.[CH:12]1[C:21]2[C:16](=[CH:17][CH:18]=[CH:19][CH:20]=2)[CH:15]=[CH:14][C:13]=1[O:22][CH2:23][C:24](O)=O.[CH2:27]([NH:30][CH:31]1[CH2:40][CH2:39][C:38]2[C:33](=[CH:34][CH:35]=[CH:36][C:37]=2[O:41][CH3:42])[CH2:32]1)[CH2:28][CH3:29]>>[CH3:42][O:41][C:37]1[CH:36]=[CH:35][CH:34]=[C:33]2[C:38]=1[CH2:39][CH2:40][CH:31]([N:30]([CH2:24][CH2:23][O:22][C:13]1[CH:14]=[CH:15][C:16]3[C:21](=[CH:20][CH:19]=[CH:18][CH:17]=3)[CH:12]=1)[CH2:27][CH2:28][CH3:29])[CH2:32]2. The reactants are C1(=CC=CC=C1)O (phenol), ice water, C([O-])([O-])=O.[K+].[K+] (potassium carbonate), ClC=1SC(=C(N1)Cl)[N+](=O)[O-] (2,4-dichloro-5-nitrothiazole). Run in C(C)#N (acetonitrile), C(C)#N (acetonitrile). Reaction conditions: time 0.5 hour. The product is ClC=1N=C(SC1[N+](=O)[O-])OC1=CC=CC=C1 (4-chloro-5-nitro-2-phenoxythiazole). Isolated yield 97.9%. As a reaction SMILES: C(=O)([O-])[O-].[K+].[K+].Cl[C:8]1[S:9][C:10]([N+:14]([O-:16])=[O:15])=[C:11]([Cl:13])[N:12]=1.[C:17]1([OH:23])[CH:22]=[CH:21][CH:20]=[CH:19][CH:18]=1>C(#N)C>[Cl:13][C:11]1[N:12]=[C:8]([O:23][C:17]2[CH:22]=[CH:21][CH:20]=[CH:19][CH:18]=2)[S:9][C:10]=1[N+:14]([O-:16])=[O:15] |f:0.1.2|. Procedure details: 42 g (0.036 mol) of anhydrous potassium carbonate are added to a solution of 72.0 g (0.36 mol) of 2,4-dichloro-5-nitrothiazole in 300 ml of acetonitrile. A solution of 28.2 g (0.3 mol) of phenol in 300 ml of acetonitrile is then added dropwise at 15° C. to 20° C. in the course of about 1.5 hours and the mixture is subsequently stirred at the same temperature for a further 0.5 hour. It is then heated at the reflux temperature for 15 minutes, cooled to room temperature and then stirred into 3 lite...